This data is from the Open Reaction Database (ORD), a public repository of structured organic reaction records. The task is: describe an organic reaction: reactants, conditions, products, and yield Reactants: ClC=1C=CC(=C(C=CC(=O)OCC)C1)OCCC1=CC=CC=C1 (ethyl 5-chloro-2-(2-phenylethoxy)cinnamate), [H][H] (hydrogen). Reagents/catalysts: [Pt](=O)=O (platinum dioxide). Solvent: C(C)(=O)OCC (ethyl acetate). Product: ClC=1C=CC(=C(C1)CCC(=O)OCC)OCCC1=CC=CC=C1 (ethyl 3-[5-chloro-2-(2-phenylethoxy)phenyl]propionate). Isolated yield 93.9%. As a reaction SMILES: [Cl:1][C:2]1[CH:3]=[CH:4][C:5]([O:15][CH2:16][CH2:17][C:18]2[CH:23]=[CH:22][CH:21]=[CH:20][CH:19]=2)=[C:6]([CH:14]=1)[CH:7]=[CH:8][C:9]([O:11][CH2:12][CH3:13])=[O:10].[H][H]>C(OCC)(=O)C.[Pt](=O)=O>[Cl:1][C:2]1[CH:3]=[CH:4][C:5]([O:15][CH2:16][CH2:17][C:18]2[CH:19]=[CH:20][CH:21]=[CH:22][CH:23]=2)=[C:6]([CH2:7][CH2:8][C:9]([O:11][CH2:12][CH3:13])=[O:10])[CH:14]=1. Reported procedure: 570 mg of platinum dioxide was suspended in a solution of 11.39 g of the crude ethyl 5-chloro-2-(2-phenylethoxy)cinnamate in 80 ml of ethyl acetate and stirred in a hydrogen gas stream at room temperature for 4.5 hours. Filtering through Celite and evaporating under reduced pressure gave 10.76 g of crude ethyl 3-[5-chloro-2-(2-phenylethoxy)phenyl]propionate. This compound was not purified any more but used in the subsequent reaction as such. Starting materials: BrC=1C=C2C(=NC1)NC=C2C(=O)C=2C(=C(C=CC2F)NS(=O)(=O)CCC)F (propane-1-sulfonic acid [3-(5-bromo-1H-pyrrolo[2,3-b]pyridine-3-carbonyl)-2,4-difluoro-phenyl]-amide), C1(=CC=CC=C1)C (toluene), C(C)(C)N(CC)C(C)C (diisopropylethylamine), ClC1=C(C(=O)Cl)C(=CC=C1)Cl (2,6-dichloro-benzoyl chloride). Reagents/catalysts: CN(C1=CC=NC=C1)C (4-dimethylaminopyridine). The solvent is ClCCl (dichloromethane). Run at time 8 hour. Product: BrC=1C=C2C(=NC1)N(C=C2C(=O)C=2C(=C(C=CC2F)NS(=O)(=O)CCC)F)C(C2=C(C=CC=C2Cl)Cl)=O (propane-1-sulfonic acid {3-[5-bromo-1-(2,6-dichloro-benzoyl)-1H-pyrrolo[2,3-b]pyridine-3-carbonyl]-2,4-difluoro-phenyl}-amide). Yield: 35.9%. RXN SMILES: [Br:1][C:2]1[CH:3]=[C:4]2[C:10]([C:11]([C:13]3[C:14]([F:27])=[C:15]([NH:20][S:21]([CH2:24][CH2:25][CH3:26])(=[O:23])=[O:22])[CH:16]=[CH:17][C:18]=3[F:19])=[O:12])=[CH:9][NH:8][C:5]2=[N:6][CH:7]=1.C1(C)C=CC=CC=1.C(N(C(C)C)CC)(C)C.[Cl:44][C:45]1[CH:53]=[CH:52][CH:51]=[C:50]([Cl:54])[C:46]=1[C:47](Cl)=[O:48]>CN(C)C1C=CN=CC=1.ClCCl>[Br:1][C:2]1[CH:3]=[C:4]2[C:10]([C:11]([C:13]3[C:14]([F:27])=[C:15]([NH:20][S:21]([CH2:24][CH2:25][CH3:26])(=[O:23])=[O:22])[CH:16]=[CH:17][C:18]=3[F:19])=[O:12])=[CH:9][N:8]([C:47](=[O:48])[C:46]3[C:45]([Cl:44])=[CH:53][CH:52]=[CH:51][C:50]=3[Cl:54])[C:5]2=[N:6][CH:7]=1. Procedure details: Into a reaction flask under nitrogen, propane-1-sulfonic acid [3-(5-bromo-1H-pyrrolo[2,3-b]pyridine-3-carbonyl)-2,4-difluoro-phenyl]-amide (9, 8.40 g, 18.3 mmol) is combined with 100 mL of toluene, 4-dimethylaminopyridine (447 mg, 3.7 mmol), diisopropylethylamine (4.74 g, 36.7 mmol) and 2,6-dichloro-benzoyl chloride (10, 4.34 g, 20.7 mmol). The reaction is stirred at room temperature overnight, then diluted with 300 mL of dichloromethane and washed with 200 mL of saturated aqueous sodium bicarbo...